This data is from the Open Reaction Database (ORD), a public repository of structured organic reaction records. The task is: describe an organic reaction: reactants, conditions, products, and yield The reactants are CC1(OB(OC1(C)C)C1=CC=C(C=C1)N)C (4-(4,4,5,5-tetramethyl-[1,3,2]dioxaborolan-2-yl)phenylamine), ClC1=C(C=C(C=C1)Cl)S(=O)(=O)Cl (2,5-dichloro-benzenesulfonyl chloride). Solvent: C(Cl)Cl (DCM), N1=CC=CC=C1 (pyridine). Reaction conditions: time 16 hour. Product: ClC1=C(C=C(C=C1)Cl)S(=O)(=O)NC1=CC=C(C=C1)B1OC(C(O1)(C)C)(C)C (2,5-Dichloro-N-[4-(4,4,5,5-tetramethyl-[1,3,2]dioxaborolan-2-yl)-phenyl]-benzenesulfonamide). RXN SMILES: [CH3:1][C:2]1([CH3:16])[C:6]([CH3:8])([CH3:7])[O:5][B:4]([C:9]2[CH:14]=[CH:13][C:12]([NH2:15])=[CH:11][CH:10]=2)[O:3]1.[Cl:17][C:18]1[CH:23]=[CH:22][C:21]([Cl:24])=[CH:20][C:19]=1[S:25](Cl)(=[O:27])=[O:26]>C(Cl)Cl.N1C=CC=CC=1>[Cl:17][C:18]1[CH:23]=[CH:22][C:21]([Cl:24])=[CH:20][C:19]=1[S:25]([NH:15][C:12]1[CH:13]=[CH:14][C:9]([B:4]2[O:3][C:2]([CH3:16])([CH3:1])[C:6]([CH3:7])([CH3:8])[O:5]2)=[CH:10][CH:11]=1)(=[O:27])=[O:26]. Reported procedure: To a solution of 10 g of 4-(4,4,5,5-tetramethyl-[1,3,2]dioxaborolan-2-yl)phenylamine in 100 ml DCM and 4 ml pyridine, 11.6 g of 2,5-dichloro-benzenesulfonyl chloride were added, and the reaction mixture was stirred for 16 h at RT. Then, the solvents were removed under reduced pressure and the crude product was purified by chromatography on silica gel eluting with a gradient of n-heptane/EtOAc. The fractions containing the product were combined and the solvent evaporated under reduced pressure. Y... The reactants are OC1=CC=C(C=O)C=C1 (p-hydroxybenzaldehyde), C(C)(=O)N1CCNCC1 (acetylpiperazine), S(O)(O)(=O)=O (sulfuric acid). Reagents/catalysts: [Ni] (Raney nickel). The solvent is CO (methanol). Run at temperature 80 celsius, time 4 hour. The product is C(C)(=O)N1CCN(CC1)CC1=CC=C(C=C1)O (4-(4-Acetylpiperazin-1-ylmethyl)-phenol). Reaction SMILES: [OH:1][C:2]1[CH:9]=[CH:8][C:5]([CH:6]=O)=[CH:4][CH:3]=1.[C:10]([N:13]1[CH2:18][CH2:17][NH:16][CH2:15][CH2:14]1)(=[O:12])[CH3:11].S(=O)(=O)(O)O>[Ni].CO>[C:10]([N:13]1[CH2:18][CH2:17][N:16]([CH2:6][C:5]2[CH:8]=[CH:9][C:2]([OH:1])=[CH:3][CH:4]=2)[CH2:15][CH2:14]1)(=[O:12])[CH3:11]. Procedure: A mixture of 22.4 g=0.2 mole of p-hydroxybenzaldehyde, 25.6 g=0.2 mole of acetylpiperazine, 200 ml of methanol, 10 g of Raney nickel and 0.1 ml of concentrated sulfuric acid is stirred for 4 hours in an autoclave at 80° C. and under a hydrogen pressure of 100 atmospheres. After cooling, and releasing the pressure, the catalyst is filtered off, the solvent is removed in vacuo on a rotary evaporator, the residue is taken up in methylene chloride, the mixture is washed with 2 N sodium carbonate sol... Solvent: O1CCOCC1 (dioxane). The product is O1C(CCC=C1)C=1C(=NC=CC1)OC1=CC=C(C=C1)NC=1SC2=C(N1)C=CC=C2 ((±)-N-(4-(3-(3,4-dihydro-2H-pyran-2-yl)pyridin-2-yloxy)phenyl)benzo[d]thiazol-2-amine). Reaction SMILES: Br[C:2]1[C:3]([O:8][C:9]2[CH:14]=[CH:13][C:12]([NH:15][C:16]3[S:17][C:18]4[CH:24]=[CH:23][CH:22]=[CH:21][C:19]=4[N:20]=3)=[CH:11][CH:10]=2)=[N:4][CH:5]=[CH:6][CH:7]=1.C1(N(C)C2CCCCC2)CCCCC1.[O:39]1[CH:44]=[CH:43][CH2:42][CH2:41][CH2:40]1>[Pd].C(P(C(C)(C)C)C(C)(C)C)(C)(C)C.C(P(C(C)(C)C)C(C)(C)C)(C)(C)C.O1CCOCC1>[O:39]1[CH:40]=[CH:41][CH2:42][CH2:43][CH:44]1[C:2]1[C:3]([O:8][C:9]2[CH:14]=[CH:13][C:12]([NH:15][C:16]3[S:17][C:18]4[CH:24]=[CH:23][CH:22]=[CH:21][C:19]=4[N:20]=3)=[CH:11][CH:10]=2)=[N:4][CH:5]=[CH:6][CH:7]=1 |f:3.4.5|. The reactants are BrC=1C(=NC=CC1)OC1=CC=C(C=C1)NC=1SC2=C(N1)C=CC=C2 (N-(4-(3-bromopyridin-2-yloxy)phenyl)benzo[d]thiazol-2-amine), C1(CCCCC1)N(C1CCCCC1)C (N-cyclohexyl-N-methylcyclohexanamine), O1CCCC=C1 (3,4-dihydro-2H-pyran). Procedure details: A 25 mL reseable vial was charged with bis(tri-tert-butylphosphine) palladium (0) (83 mg, 0.163 mmol) and N-(4-(3-bromopyridin-2-yloxy)phenyl)benzo[d]thiazol-2-amine (650 mg, 1.632 mmol). The vial was sealed and placed under an atmosphere of nitrogen. After addition of dioxane (5.38 ml), N-cyclohexyl-N-methylcyclohexanamine (1.072 ml, 4.90 mmol) and 3,4-dihydro-2H-pyran (549 mg, 6.53 mmol) were added and the mixture was heated to 105° C. Following complete consumption of the starting material, t... Conditions: temperature 105 celsius. Reagents/catalysts: [Pd].C(C)(C)(C)P(C(C)(C)C)C(C)(C)C.C(C)(C)(C)P(C(C)(C)C)C(C)(C)C (bis(tri-tert-butylphosphine) palladium (0)).